describe an organic reaction: reactants, conditions, products, and yield From a dataset of the Open Reaction Database (ORD), a public repository of structured organic reaction records. Reactants: CC(=O)O[BH-](OC(C)=O)OC(C)=O, CC(=O)O, ClCCl, Fc1ccc2occ(N3CCNCC3)c2c1, O=C1CCN(c2ccc(F)c3cccnc23)CC1, [Na+]. Yields the product Fc1ccc2occ(N3CCN(C4CCN(c5ccc(F)c6cccnc56)CC4)CC3)c2c1. As a reaction SMILES: [C:35]([O:36][BH-:37]([O:38][C:39](=[O:40])[CH3:41])[O:42][C:43](=[O:44])[CH3:45])(=[O:46])[CH3:47].[CH3:49][C:50](=[O:51])[OH:52].[Cl:53][CH2:54][Cl:55].[F:19][c:20]1[cH:21][cH:22][c:23]2[c:24]([c:25]([N:28]3[CH2:29][CH2:30][NH:31][CH2:32][CH2:33]3)[cH:26][o:27]2)[cH:34]1.[F:1][c:2]1[c:3]2[cH:4][cH:5][cH:6][n:7][c:8]2[c:9]([N:12]2[CH2:13][CH2:14][C:15](=[O:18])[CH2:16][CH2:17]2)[cH:10][cH:11]1.[Na+:48]>>[F:1][c:2]1[c:3]2[cH:4][cH:5][cH:6][n:7][c:8]2[c:9]([N:12]2[CH2:13][CH2:14][CH:15]([N:31]3[CH2:30][CH2:29][N:28]([c:25]4[c:24]5[c:23]([cH:22][cH:21][c:20]([F:19])[cH:34]5)[o:27][cH:26]4)[CH2:33][CH2:32]3)[CH2:16][CH2:17]2)[cH:10][cH:11]1. The yield is 63.2%. Procedure details: To a solution of methyl 3-(3-{[2-(acetylamino)pyridin-4-yl]oxy}phenyl)propanoate (184 mg, 0.59 mmol) in MeOH (5 mL) was added 1N NaOH solution (702 μL, 0.70 mmol). The reaction was stirred for 18 h. The solvents were evaporated and the residue was dissolved in water and acidified to pH=1 by addition of 1N HCl solution. The precipitate was filtered off and washed with water then hexane and dried under vacuum to yield the title compound as a white solid (112 mg, 63.7%). LCMS: (FA) ES+ 301.2 (M+1),... Solvent: CO (MeOH). Conditions: time 18 hour. RXN SMILES: [C:1]([NH:4][C:5]1[CH:10]=[C:9]([O:11][C:12]2[CH:13]=[C:14]([CH2:18][CH2:19][C:20]([O:22]C)=[O:21])[CH:15]=[CH:16][CH:17]=2)[CH:8]=[CH:7][N:6]=1)(=[O:3])[CH3:2].[OH-].[Na+]>CO>[C:1]([NH:4][C:5]1[CH:10]=[C:9]([O:11][C:12]2[CH:13]=[C:14]([CH2:18][CH2:19][C:20]([OH:22])=[O:21])[CH:15]=[CH:16][CH:17]=2)[CH:8]=[CH:7][N:6]=1)(=[O:3])[CH3:2] |f:1.2|. Yields the product C(C)(=O)NC1=NC=CC(=C1)OC=1C=C(C=CC1)CCC(=O)O (3-(3-{[2-(acetylamino)pyridin-4-yl]oxy}phenyl)propanoic acid). The reactants are C(C)(=O)NC1=NC=CC(=C1)OC=1C=C(C=CC1)CCC(=O)OC (methyl 3-(3-{[2-(acetylamino)pyridin-4-yl]oxy}phenyl)propanoate), [OH-].[Na+] (NaOH).